This data is from the Open Reaction Database (ORD), a public repository of structured organic reaction records. The task is: describe an organic reaction: reactants, conditions, products, and yield Reactants: FC1=CC=C(C=C1)N1C=C(C(C2=CC=C(C=C12)C1=CC=NC=C1)=O)C(=O)OCC (ethyl 1-(4-fluorophenyl)1,4 -dihydro-4-oxo-7-(4-pyridinyl)-3-quinolinecarboxylate), [OH-].[K+] (potassium hydroxide), C(C)O (ethanol). The solvent is C(C)(=O)O (acetic acid). The product is FC1=CC=C(C=C1)N1C=C(C(C2=CC=C(C=C12)C1=CC=NC=C1)=O)C(=O)O (1-(4-fluorophenyl)-1,4-dihydro-4-oxo-7-(4-pyridinyl)-3-quinolinecarboxylic acid). The yield is 100.1%. Reaction SMILES: [F:1][C:2]1[CH:7]=[CH:6][C:5]([N:8]2[C:17]3[C:12](=[CH:13][CH:14]=[C:15]([C:18]4[CH:23]=[CH:22][N:21]=[CH:20][CH:19]=4)[CH:16]=3)[C:11](=[O:24])[C:10]([C:25]([O:27]CC)=[O:26])=[CH:9]2)=[CH:4][CH:3]=1.[OH-].[K+].C(O)C>C(O)(=O)C>[F:1][C:2]1[CH:3]=[CH:4][C:5]([N:8]2[C:17]3[C:12](=[CH:13][CH:14]=[C:15]([C:18]4[CH:23]=[CH:22][N:21]=[CH:20][CH:19]=4)[CH:16]=3)[C:11](=[O:24])[C:10]([C:25]([OH:27])=[O:26])=[CH:9]2)=[CH:6][CH:7]=1 |f:1.2|. Reported procedure: A mixture of 2.8 g of ethyl 1-(4-fluorophenyl)1,4 -dihydro-4-oxo-7-(4-pyridinyl)-3-quinolinecarboxylate, 20 ml of 10% potassium hydroxide solution and 10 ml ethanol was heated on a steam bath for 3 hrs. The reaction mixture was cooled and acidified with acetic acid. The solid product was collected and washed with acetone to give 2.6 g 1-(4-fluorophenyl)-1,4-dihydro-4-oxo-7-(4-pyridinyl)-3-quinolinecarboxylic acid. A sample of the compound was converted to its monomethanesulfonate salt, m.p. 280-... RXN SMILES: [Br:1][c:2]1[cH:3][cH:4][c:5]([NH2:6])[cH:7][cH:8]1.[c:9]1([CH:15]2[C:16](=[O:17])[O:18][C:19](=[O:21])[CH2:20]2)[cH:10][cH:11][cH:12][cH:13][cH:14]1.[cH:22]1[cH:23][cH:24][cH:25][cH:26][cH:27]1>>[Br:1][c:2]1[cH:3][cH:4][c:5]([N:6]2[C:16](=[O:17])[CH:15]([c:9]3[cH:10][cH:11][cH:12][cH:13][cH:14]3)[CH2:20][C:19]2=[O:18])[cH:7][cH:8]1. Starting materials: Nc1ccc(Br)cc1, O=C1CC(c2ccccc2)C(=O)O1, c1ccccc1. Yields the product O=C1CC(c2ccccc2)C(=O)N1c1ccc(Br)cc1.